From a dataset of the Open Reaction Database (ORD), a public repository of structured organic reaction records. describe an organic reaction: reactants, conditions, products, and yield Starting materials: mercuric chloride, C1(=CC=CC=C1)C (toluene), two, C(C)C1=CC=C(C(=O)CCC(=O)O)C=C1 (3-(4-ethylbenzoyl)-propionic acid). Product: C(C)C1=CC=C(C=C1)CCCC(=O)O (4-(4-Ethylphenyl)-butanoic acid). Procedure: To a 500 mL round-bottomed flask equipped with condenser and nitrogen inlet were added 41.2 grams (200 mmol) 3-(4-ethylbenzoyl)-propionic acid, activated zinc prepared from 82.4 grams (400 mmol) mossy zinc and 8.2 grams mercuric chloride in 125 mL water and 8 mL concentrated hydrochloric acid, 77 mL water, 177 mL concentrated hydrochloric acid, and 100 mL toluene. The mixture was refluxed 60 hours with addition of two 50 mL portions of concentrated hydrochloric acid, cooled, and the layers separ... Solvent: O (water), Cl (hydrochloric acid), O (water), Cl (hydrochloric acid), Cl (hydrochloric acid). The reagents and catalysts are [Zn] (zinc), [Zn] (zinc). Reaction SMILES: [CH2:1]([C:3]1[CH:15]=[CH:14][C:6]([C:7]([CH2:9][CH2:10][C:11]([OH:13])=[O:12])=O)=[CH:5][CH:4]=1)[CH3:2].C1(C)C=CC=CC=1>O.Cl.[Zn]>[CH2:1]([C:3]1[CH:15]=[CH:14][C:6]([CH2:7][CH2:9][CH2:10][C:11]([OH:13])=[O:12])=[CH:5][CH:4]=1)[CH3:2]. RXN SMILES: [CH2:1]([CH3:2])[O:3][C:4]([C:5]([CH3:6])([CH3:7])[O:8][c:9]1[cH:10][cH:11][c:12]([CH2:15][NH:16][C:17](=[O:18])[O:19][C:20]([CH3:21])([CH3:22])[CH3:23])[cH:13][cH:14]1)=[O:24].[CH3:27][I:28].[ClH:29].[H-:25].[Na+:26].[O:30]=[CH:31][N:32]([CH3:33])[CH3:34].[OH2:35]>>[CH2:1]([CH3:2])[O:3][C:4]([C:5]([CH3:6])([CH3:7])[O:8][c:9]1[cH:10][cH:11][c:12]([CH2:15][N:16]([C:17](=[O:18])[O:19][C:20]([CH3:21])([CH3:22])[CH3:23])[CH3:27])[cH:13][cH:14]1)=[O:24]. Yields the product CCOC(=O)C(C)(C)Oc1ccc(CN(C)C(=O)OC(C)(C)C)cc1. Reactants: CCOC(=O)C(C)(C)Oc1ccc(CNC(=O)OC(C)(C)C)cc1, CI, Cl, [H-], [Na+], CN(C)C=O, O. Starting materials: ClC1=C(C=CC=C1)C1=NCC(NC2=C1C=C(C(=C2)OC)C#N)=S (5-(2-chlorophenyl)-7-cyano-1,3-dihydro-8-methoxy-2H-1,4-benzodiazepin-2-thione), COC(C)(N(C)C)OC (1,1-dimethoxy-N,N-dimethyl-ethanamine), NN (hydrazine). Yields the product ClC1=C(C=CC=C1)C1=NC=2C(=NC3=C1C=C(C(=C3)OC)C#N)NNC2C (5-(2-chlorophenyl)-7-cyano-1,2-dihydro-8-methoxy-3-methyl-pyrazolo[3,4-b][1,4]benzodiazepine). Reaction SMILES: [Cl:1][C:2]1[CH:7]=[CH:6][CH:5]=[CH:4][C:3]=1[C:8]1[C:14]2[CH:15]=[C:16]([C:21]#[N:22])[C:17]([O:19][CH3:20])=[CH:18][C:13]=2[NH:12][C:11](=S)[CH2:10][N:9]=1.CO[C:26](OC)([N:28](C)C)[CH3:27].[NH2:33]N>>[Cl:1][C:2]1[CH:7]=[CH:6][CH:5]=[CH:4][C:3]=1[C:8]1[C:14]2[CH:15]=[C:16]([C:21]#[N:22])[C:17]([O:19][CH3:20])=[CH:18][C:13]=2[N:12]=[C:11]2[NH:33][NH:28][C:26]([CH3:27])=[C:10]2[N:9]=1. Reported procedure: 5-(2-chlorophenyl)-7-cyano-1,2-dihydro-8-methoxy-3-methyl-pyrazolo[3,4-b][1,4]benzodiazepine (IVb) was prepared by reacting 0.0016 moles of 5-(2-chlorophenyl)-7-cyano-1,3-dihydro-8-methoxy-2H-1,4-benzodiazepin-2-thione (IIb) with 1,1-dimethoxy-N,N-dimethyl-ethanamine and then hydrazine in a manner analogous to Example 55. MH+/Z=364.